Dataset: the Open Reaction Database (ORD), a public repository of structured organic reaction records. Task: describe an organic reaction: reactants, conditions, products, and yield Reactants: COc1ccc(Cn2ncc3c4c(cnc32)CCc2nc(SC)ncc2-4)cc1, CO, [K+], [K+], O, O=S(=O)([O-])OOS(=O)(=O)[O-]. The product is COc1ccc(Cn2ncc3c4c(cnc32)CCc2nc(S(C)(=O)=O)ncc2-4)cc1. As a reaction SMILES: [CH3:1][O:2][c:3]1[cH:4][cH:5][c:6]([CH2:7][n:8]2[n:9][cH:10][c:11]3[c:12]2[n:13][cH:14][c:15]2[c:16]3-[c:17]3[cH:18][n:19][c:20]([S:25][CH3:26])[n:21][c:22]3[CH2:23][CH2:24]2)[cH:27][cH:28]1.[CH3:42][OH:43].[K+:39].[K+:40].[OH2:41].[S:29]([O:30][O:31][S:32]([O-:33])(=[O:34])=[O:35])([O-:36])(=[O:37])=[O:38]>>[CH3:1][O:2][c:3]1[cH:4][cH:5][c:6]([CH2:7][n:8]2[n:9][cH:10][c:11]3[c:12]2[n:13][cH:14][c:15]2[c:16]3-[c:17]3[cH:18][n:19][c:20]([S:25]([CH3:26])(=[O:41])=[O:43])[n:21][c:22]3[CH2:23][CH2:24]2)[cH:27][cH:28]1. Starting materials: CS(=O)(=O)C1CCN(S(=O)(=O)c2ccc(C(=O)O)cc2)C1, C1CNC(CN2CCCC2)C1. Product: CS(=O)(=O)C1CCN(S(=O)(=O)c2ccc(C(=O)N3CCCC3CN3CCCC3)cc2)C1. As a reaction SMILES: [CH3:1][S:2](=[O:3])(=[O:4])[CH:5]1[CH2:6][N:7]([S:10](=[O:11])(=[O:12])[c:13]2[cH:14][cH:15][c:16]([C:17](=[O:18])[OH:19])[cH:20][cH:21]2)[CH2:8][CH2:9]1.[NH:22]1[CH:23]([CH2:27][N:28]2[CH2:29][CH2:30][CH2:31][CH2:32]2)[CH2:24][CH2:25][CH2:26]1>>[CH3:1][S:2](=[O:3])(=[O:4])[CH:5]1[CH2:6][N:7]([S:10](=[O:11])(=[O:12])[c:13]2[cH:14][cH:15][c:16]([C:17](=[O:19])[N:22]3[CH:23]([CH2:27][N:28]4[CH2:29][CH2:30][CH2:31][CH2:32]4)[CH2:24][CH2:25][CH2:26]3)[cH:20][cH:21]2)[CH2:8][CH2:9]1. Reactants: COc1c(C(=O)N2CCC(Nc3ccc(CCN)cc3)CC2)sc2ccccc12, CC(=O)Nc1cccc(OCC2CO2)c1. Product: COc1c(C(=O)N2CCC(Nc3ccc(CCNCC(O)COc4cccc(NC(C)=O)c4)cc3)CC2)sc2ccccc12. Reaction SMILES: [NH2:1][CH2:2][CH2:3][c:4]1[cH:5][cH:6][c:7]([NH:8][CH:9]2[CH2:10][CH2:11][N:12]([C:15](=[O:16])[c:17]3[s:18][c:19]4[c:20]([c:21]3[O:22][CH3:23])[cH:24][cH:25][cH:26][cH:27]4)[CH2:13][CH2:14]2)[cH:28][cH:29]1.[O:30]1[CH:31]([CH2:33][O:34][c:35]2[cH:36][c:37]([NH:41][C:42]([CH3:43])=[O:44])[cH:38][cH:39][cH:40]2)[CH2:32]1>>[NH:1]([CH2:2][CH2:3][c:4]1[cH:5][cH:6][c:7]([NH:8][CH:9]2[CH2:10][CH2:11][N:12]([C:15](=[O:16])[c:17]3[s:18][c:19]4[c:20]([c:21]3[O:22][CH3:23])[cH:24][cH:25][cH:26][cH:27]4)[CH2:13][CH2:14]2)[cH:28][cH:29]1)[CH2:32][CH:31]([OH:30])[CH2:33][O:34][c:35]1[cH:36][c:37]([NH:41][C:42]([CH3:43])=[O:44])[cH:38][cH:39][cH:40]1. The reactants are FC1=CC=C(C=N1)C1=NC2=CC=C(C=C2N=C1N(C)C(C)C)C(=O)OC (methyl 2-(6-fluoropyridin-3-yl)-3-(isopropyl(methyl)amino)quinoxaline-6-carboxylate), O[Li].O (LiOH.H2O), Cl (hydrochloric acid). Solvent: O1CCCC1 (tetrahydrofuran), O (water), O (water). Run at time 8 hour. The product is FC1=CC=C(C=N1)C1=NC2=CC=C(C=C2N=C1N(C)C(C)C)C(=O)O (2-(6-fluoropyridin-3-yl)-3-(isopropyl(methyl)amino)quinoxaline-6-carboxylic acid). Isolated yield 64.8%. As a reaction SMILES: [F:1][C:2]1[N:7]=[CH:6][C:5]([C:8]2[C:17]([N:18]([CH:20]([CH3:22])[CH3:21])[CH3:19])=[N:16][C:15]3[C:10](=[CH:11][CH:12]=[C:13]([C:23]([O:25]C)=[O:24])[CH:14]=3)[N:9]=2)=[CH:4][CH:3]=1.O[Li].O.Cl>O1CCCC1.O>[F:1][C:2]1[N:7]=[CH:6][C:5]([C:8]2[C:17]([N:18]([CH:20]([CH3:22])[CH3:21])[CH3:19])=[N:16][C:15]3[C:10](=[CH:11][CH:12]=[C:13]([C:23]([OH:25])=[O:24])[CH:14]=3)[N:9]=2)=[CH:4][CH:3]=1 |f:1.2|. Reported procedure: To a solution of methyl 2-(6-fluoropyridin-3-yl)-3-(isopropyl(methyl)amino)quinoxaline-6-carboxylate (130 mg, 0.37 mmol) in tetrahydrofuran (10 mL) was added LiOH.H2O (35 mg, 0.83 mmol) and water (1 mL). After stirring overnight at room temperature, the reaction mixture was concentrated under reduced pressure to afford a residue, which was dissolved in water (10 mL), adjusted the pH value to 6 with hydrochloric acid (1N). The solid was precipitated and filtered to afford 2-(6-fluoropyridin-3-yl)... The reactants are BrC=1C=C(C(=CC1)C)C (4-bromo-o-xylene), [Mg] (magnesium). The reagents and catalysts are [Cu](Cl)Cl (copper(II) chloride). Run in O1CCCC1 (tetrahydrofuran), O1CCCC1 (tetrahydrofuran). The product is C1(=CC=CC=C1)C1=CC=CC=C1 (biphenyl). The yield is 50.8%. Reaction SMILES: Br[C:2]1[CH:3]=[C:4]([CH3:9])[C:5](C)=[CH:6][CH:7]=1.[Mg]>O1CCCC1.[Cu](Cl)Cl>[C:9]1([C:4]2[CH:3]=[CH:2][CH:7]=[CH:6][CH:5]=2)[CH:4]=[CH:3][CH:2]=[CH:7][CH:6]=1. Procedure details: A solution of 13.7 g of 4-bromo-o-xylene in 50 ml of dry tetrahydrofuran is added dropwise to a suspension of magnesium filings (1.95 g) in 50 ml of dry tetrahydrofuran in the course of 1 hour. After refluxing in an argon atmosphere for 2 hours, the mixture is cooled to room temperature and 9.4 g of anhydrous copper(II) chloride are added in portions. The mixture is poured onto ice-water and extracted twice with 100 ml of diethyl ether each time. The organic phase is washed with 2 N hydrochloric... The reactants are Oc1ccc2nc(NC3CCCCC3O)sc2c1Br, O=C([O-])[O-], CN1CCCC1=O, CNC(=O)c1cc(Cl)ccn1, [Cs+], [Cs+]. Product: CNC(=O)c1cc(Oc2ccc3nc(NC4CCCCC4O)sc3c2Br)ccn1. RXN SMILES: [Br:1][c:2]1[c:3]([OH:19])[cH:4][cH:5][c:6]2[n:7][c:8]([NH:11][CH:12]3[CH:13]([OH:18])[CH2:14][CH2:15][CH2:16][CH2:17]3)[s:9][c:10]12.[C:31](=[O:32])([O-:33])[O-:34].[CH3:37][N:38]1[CH2:39][CH2:40][CH2:41][C:42]1=[O:43].[Cl:20][c:21]1[cH:22][c:23]([C:27](=[O:28])[NH:29][CH3:30])[n:24][cH:25][cH:26]1.[Cs+:35].[Cs+:36]>>[Br:1][c:2]1[c:3]([O:19][c:21]2[cH:22][c:23]([C:27](=[O:28])[NH:29][CH3:30])[n:24][cH:25][cH:26]2)[cH:4][cH:5][c:6]2[n:7][c:8]([NH:11][CH:12]3[CH:13]([OH:18])[CH2:14][CH2:15][CH2:16][CH2:17]3)[s:9][c:10]12. Starting materials: IC1=C(N(C(=N1)C1=CC=C(C=C1)C(F)(F)F)C)C(=O)N1CCC(CC1)N1CCCC1 ([5-iodo-3-methyl-2-(4-trifluoromethyl-phenyl)-3H-imidazol-4-yl]-(4-pyrrolidin-1-yl-piperidin-1-yl)-methanone), N1=CC(=CC=C1)B(O)O (pyridine-3-yl-boronic acid). Product: CN1C(=NC(=C1C(=O)N1CCC(CC1)N1CCCC1)C=1C=NC=CC1)C1=CC=C(C=C1)C(F)(F)F ([3-Methyl-5-pyridin-3-yl-2-(4-trifluoromethyl-phenyl)-3H-imidazol-4-yl]-(4-pyrrolidin-1-yl-piperidin-1-yl)-methanone). Reaction SMILES: I[C:2]1[N:6]=[C:5]([C:7]2[CH:12]=[CH:11][C:10]([C:13]([F:16])([F:15])[F:14])=[CH:9][CH:8]=2)[N:4]([CH3:17])[C:3]=1[C:18]([N:20]1[CH2:25][CH2:24][CH:23]([N:26]2[CH2:30][CH2:29][CH2:28][CH2:27]2)[CH2:22][CH2:21]1)=[O:19].[N:31]1[CH:36]=[CH:35][CH:34]=[C:33](B(O)O)[CH:32]=1>>[CH3:17][N:4]1[C:3]([C:18]([N:20]2[CH2:25][CH2:24][CH:23]([N:26]3[CH2:30][CH2:29][CH2:28][CH2:27]3)[CH2:22][CH2:21]2)=[O:19])=[C:2]([C:33]2[CH:32]=[N:31][CH:36]=[CH:35][CH:34]=2)[N:6]=[C:5]1[C:7]1[CH:12]=[CH:11][C:10]([C:13]([F:16])([F:15])[F:14])=[CH:9][CH:8]=1. Procedure: In analogy to the procedure described for example 7, [5-iodo-3-methyl-2-(4-trifluoromethyl-phenyl)-3H-imidazol-4-yl]-(4-pyrrolidin-1-yl-piperidin-1-yl)-methanone (example 104) was reacted with pyridine-3-yl-boronic acid to give the title compound as light yellow amorphous solid. MS: 484.3 (MH+). The reactants are NC1CCN(CC1)C(=O)OC(C)(C)C (4-Amino-1-Boc-piperidine), BrC1=NC=CC=C1 (2-Bromo-pyridine), CC(C)(C)[O-].[Na+] (NaOtBu), C1(CCCCC1)P(C1=C(C=CC=C1)C1=C(C=CC=C1)N(C)C)C1CCCCC1 (2-Dicyclohexylphosphino-2′-(N,N-dimethylamino)biphenyl). Run in O1CCOCC1 (dioxane). Reaction conditions: temperature 90 celsius. The product is C(C)(C)(C)OC(=O)N1CCC(CC1)NC1=NC=CC=C1 (4-(Pyridin-2-ylamino)-piperidine-1-carboxylic acid tert-butyl ester). RXN SMILES: [NH2:1][CH:2]1[CH2:7][CH2:6][N:5]([C:8]([O:10][C:11]([CH3:14])([CH3:13])[CH3:12])=[O:9])[CH2:4][CH2:3]1.Br[C:16]1[CH:21]=[CH:20][CH:19]=[CH:18][N:17]=1.CC([O-])(C)C.[Na+].C1(P(C2CCCCC2)C2C=CC=CC=2C2C=CC=CC=2N(C)C)CCCCC1>O1CCOCC1>[C:11]([O:10][C:8]([N:5]1[CH2:4][CH2:3][CH:2]([NH:1][C:16]2[CH:21]=[CH:20][CH:19]=[CH:18][N:17]=2)[CH2:7][CH2:6]1)=[O:9])([CH3:14])([CH3:13])[CH3:12] |f:2.3|. Procedure: A mixture of 4-Amino-1-Boc-piperidine (2.0 g, 9.7 mmol), 2-Bromo-pyridine (1.93 mL, 19.4 mmol), NaOtBu (2.7 g, 27.1 mmol), 2-Dicyclohexylphosphino-2′-(N,N-dimethylamino)biphenyl (472 mg, 1.16 mmol) and Tris(dibenzylideneacetone)dipalladium Chloroforme Complex (620 mg, 0.58 mmol) in dioxane (10 mL) is heated to 90° C. After completion, the reaction mixture is quenched by H2O, DCM is added and the organic layer is washed with brine, dried over MgSO4 and evaporated in vacuo. Silica gel flash chroma... The reactants are COC1=CC=CC=2C=C(OC21)C(=O)O (7-methoxybenzofuran-2-carboxylic acid), N1CCCC1 (pyrrolidine). The product is N1(CCCC1)C(=O)C=1OC2=C(C1)C=CC=C2OC (2-Pyrrolidinylcarbonyl-7-methoxybenzofuran). RXN SMILES: [CH3:1][O:2][C:3]1[C:11]2[O:10][C:9]([C:12]([OH:14])=O)=[CH:8][C:7]=2[CH:6]=[CH:5][CH:4]=1.[NH:15]1[CH2:19][CH2:18][CH2:17][CH2:16]1>>[N:15]1([C:12]([C:9]2[O:10][C:11]3[C:3]([O:2][CH3:1])=[CH:4][CH:5]=[CH:6][C:7]=3[CH:8]=2)=[O:14])[CH2:19][CH2:18][CH2:17][CH2:16]1. Procedure: Substantially the same procedure as in Example 219 was repeated using a starting material, 7-methoxybenzofuran-2-carboxylic acid, and pyrrolidine to give 2-Pyrrolidinylcarbonyl-7-methoxybenzofuran (Compound 309a). Successively, it was formylated to give 2-pyrrolidinyl-carbonyl-4-formyl-7-methoxybenzofuran (Compound 309b), then compound 309b was reacted with methylamine hydrochloride to give compound 309 as a white solid.